Dataset: the Open Reaction Database (ORD), a public repository of structured organic reaction records. Task: describe an organic reaction: reactants, conditions, products, and yield The reactants are CN, ClCCN(CCCl)c1c(-c2ccccc2)sc2ccccc12, C1CCOC1, O, c1ccsc1. Product: CN1CCN(c2c(-c3ccccc3)sc3ccccc23)CC1. Reaction SMILES: [CH3:28][NH2:29].[Cl:6][CH2:7][CH2:8][N:9]([c:10]1[c:11]2[c:12]([s:13][c:14]1-[c:15]1[cH:16][cH:17][cH:18][cH:19][cH:20]1)[cH:21][cH:22][cH:23][cH:24]2)[CH2:25][CH2:26][Cl:27].[O:31]1[CH2:32][CH2:33][CH2:34][CH2:35]1.[OH2:30].[s:1]1[cH:2][cH:3][cH:4][cH:5]1>>[CH2:7]1[CH2:8][N:9]([c:10]2[c:11]3[c:12]([s:13][c:14]2-[c:15]2[cH:16][cH:17][cH:18][cH:19][cH:20]2)[cH:21][cH:22][cH:23][cH:24]3)[CH2:25][CH2:26][N:29]1[CH3:28]. Starting materials: C(C)(=O)C1=NN(C=C(C1=O)OC)C1=C(C=C(C=C1)N1N=CC=C1)F (3-acetyl-1-[2-fluoro-4-(1H-pyrazol-1-yl)phenyl]-5-methoxypyridazin-4(1H)-one), COC(N(C)C)OC (N,N-dimethylformamide dimethyl acetal). Run in C(C)#N (acetonitrile). Run at temperature 80 celsius, time 12 hour. Product: CN(C=CC(=O)C1=NN(C=C(C1=O)OC)C1=C(C=C(C=C1)N1N=CC=C1)F)C (3-[3-(dimethylamino)prop-2-enoyl]-1-[2-fluoro-4-(1H-pyrazol-1-yl)phenyl]-5-methoxypyridazin-4(1H)-one). Reaction SMILES: [C:1]([C:4]1[C:9](=[O:10])[C:8]([O:11][CH3:12])=[CH:7][N:6]([C:13]2[CH:18]=[CH:17][C:16]([N:19]3[CH:23]=[CH:22][CH:21]=[N:20]3)=[CH:15][C:14]=2[F:24])[N:5]=1)(=[O:3])[CH3:2].CO[CH:27](OC)[N:28]([CH3:30])[CH3:29]>C(#N)C>[CH3:27][N:28]([CH3:30])[CH:29]=[CH:2][C:1]([C:4]1[C:9](=[O:10])[C:8]([O:11][CH3:12])=[CH:7][N:6]([C:13]2[CH:18]=[CH:17][C:16]([N:19]3[CH:23]=[CH:22][CH:21]=[N:20]3)=[CH:15][C:14]=2[F:24])[N:5]=1)=[O:3]. Procedure details: A mixture of 3-acetyl-1-[2-fluoro-4-(1H-pyrazol-1-yl)phenyl]-5-methoxypyridazin-4(1H)-one (600 mg), N,N-dimethylformamide dimethyl acetal (3 mL) and acetonitrile (3 mL) was stirred at 80° C. for 12 hr, allowed to be cooled to room temperature, and stirred for 12 hr. The precipitate was collected by filtration, and washed with diisopropyl ether to give the title compound (600 mg). The reactants are C(Cl)Cl (CH2Cl2), OCC=1C(=C(N)C(=C(C1I)C(=O)NCC(CO)O)I)I (3-Hydroxymethyl-5-(2,3-dihydroxypropylaminocarbonyl)-2,4,6-triiodoaniline), C(C)(=O)OC(C)=O (acetic anhydride), S(O)(O)(=O)=O (sulfuric acid). Run in O (water), C(C)(=O)O (acetic acid). Reaction conditions: temperature 60 celsius, time 3 hour. Yields the product C(C)(=O)NC1=C(C(=C(C(=C1I)C(=O)NCC(COC(C)=O)OC(C)=O)I)COC(C)=O)I (N-acetyl-3-acetoxymethyl-5-(2,3-diacetoxypropylaminocarbonyl)-2,4,6-triiodoaniline). RXN SMILES: [OH:1][CH2:2][C:3]1[C:4]([I:20])=[C:5]([C:7]([I:19])=[C:8]([C:11]([NH:13][CH2:14][CH:15]([OH:18])[CH2:16][OH:17])=[O:12])[C:9]=1[I:10])[NH2:6].C(O[C:25](=[O:27])[CH3:26])(=O)C.S(=O)(=O)(O)O.C(Cl)Cl>C(O)(=O)C.O>[C:2]([NH:6][C:5]1[C:7]([I:19])=[C:8]([C:11]([NH:13][CH2:14][CH:15]([O:18][C:16](=[O:17])[CH3:15])[CH2:16][O:17][C:11](=[O:12])[CH3:8])=[O:12])[C:9]([I:10])=[C:3]([CH2:2][O:1][C:25](=[O:27])[CH3:26])[C:4]=1[I:20])(=[O:1])[CH3:3]. Procedure details: 3-Hydroxymethyl-5-(2,3-dihydroxypropylaminocarbonyl)-2,4,6-triiodoaniline (3.3 g, 5.3 mmol) was suspended in glacial acetic acid (12 ml) containing acetic anhydride (48 ml) and concentrated sulfuric acid (0.08 ml). The mixture was stirred at 60° C. for 3 h, allowed to cool to room temperature, and CH2Cl2 (100 ml) and water (100 ml) were added. The organic phase was washed with water (3×50 ml) and a saturated aqueous solution of NaHCO3 (2×50 ml). After drying (MgSO4) and evaporation, the residue ... Reaction SMILES: [C:1]1([N:10]=[C:11]=[S:12])[CH:6]=[CH:5][CH:4]=[C:3]([N:7]=[C:8]=[S:9])[CH:2]=1.[CH:13]([NH:16][CH:17]([CH3:19])[CH3:18])([CH3:15])[CH3:14]>C(#N)C>[C:3]1([NH:7][C:8]([N:16]([CH:17]([CH3:19])[CH3:18])[CH:13]([CH3:15])[CH3:14])=[S:9])[CH:4]=[CH:5][CH:6]=[C:1]([NH:10][C:11]([N:16]([CH:17]([CH3:19])[CH3:18])[CH:13]([CH3:15])[CH3:14])=[S:12])[CH:2]=1. Reactants: C1(=CC(=CC=C1)N=C=S)N=C=S (1,3-phenylenediisothiocyanate), C(C)(C)NC(C)C (diisopropylamine). Procedure details: To a solution of 3.84 g. of 1,3-phenylenediisothiocyanate in 100ml. of acetonitrile is added 4.4 g. of diisopropylamine and the mixture is refluxed for 3 hours. The solvent is removed in vacuo and the residue is crystallized from acetonitrile to yield 3.5 g. of the title compound, melting point 128°-129° C. Product: C1(=CC(=CC=C1)NC(=S)N(C(C)C)C(C)C)NC(=S)N(C(C)C)C(C)C (N,N"-(1,3-Phenylene)bis[N',N'-bis (1-methylethyl)thiourea]). The solvent is C(C)#N (acetonitrile). Procedure: To a solution of methyl-2-[(3S,4R)-3-(1-hydroxy-1-methylethyl)-2-oxo-4-allylazetidin-1-yl]-3-methylbut-2-enoate (2.41 g) in tetrahydrofuran (72.3 ml) was added dropwise a solution of n-butyl lithium (5.41 ml of 1.74M solution in hexane) at -78° C. After stirring for 10 minutes at the same temperature, hexamethylphosphoric triamide (1.64 ml) was added thereto. The resultant solution was stirred for 15 minutes at -78° C. and a solution of dimethyl sulfate (1.62 ml) in tetrahydrofuran (14.6 ml) was... As a reaction SMILES: [CH3:1][O:2][C:3](=[O:20])[C:4]([N:8]1[C@H:11]([CH2:12][CH:13]=[CH2:14])[C@@H:10]([C:15]([OH:18])([CH3:17])[CH3:16])[C:9]1=[O:19])=[C:5]([CH3:7])[CH3:6].[CH2:21]([Li])CCC.CN(C)P(=O)(N(C)C)N(C)C.S(OC)(OC)(=O)=O>O1CCCC1.C(O)(=O)C>[CH3:21][O:18][C:15]([C@@H:10]1[C@@H:11]([CH2:12][CH:13]=[CH2:14])[N:8]([C:4](=[C:5]([CH3:7])[CH3:6])[C:3]([O:2][CH3:1])=[O:20])[C:9]1=[O:19])([CH3:17])[CH3:16]. The solvent is C(C)(=O)O (Acetic acid), O1CCCC1 (tetrahydrofuran), O1CCCC1 (tetrahydrofuran). Reactants: resultant solution, S(=O)(=O)(OC)OC (dimethyl sulfate), COC(C(=C(C)C)N1C([C@@H]([C@H]1CC=C)C(C)(C)O)=O)=O (methyl-2-[(3S,4R)-3-(1-hydroxy-1-methylethyl)-2-oxo-4-allylazetidin-1-yl]-3-methylbut-2-enoate), C(CCC)[Li] (n-butyl lithium), CN(P(N(C)C)(N(C)C)=O)C (hexamethylphosphoric triamide). Product: COC(C)(C)[C@H]1C(N([C@@H]1CC=C)C(C(=O)OC)=C(C)C)=O (methyl 2-[(3S,4R)-3-(1-methoxy-1-methylethyl)-2-oxo-4-allylazetidin-1-yl]-3-methylbut-2-enoate). Reaction conditions: time 8 hour. Reactants: ice water, CC(C)(C)[Si](OC1CC(OC(C1)CCC1C(C=CC2=CC(CC(C12)O)C)C)=O)(C)C (4-[[(1,1-dimethylethyl)dimethylsilyl]oxy]-6-[2-(1,2,6,7,8,8a-hexahydro-8-hydroxy-2,6-dimethyl-1-naphthalenyl)ethyl]tetrahydro-2H-pyran-2-one), 4-N,N-dimethylaminopyridine, ClC1=CC=C(OC(C(=O)Cl)(C)C)C=C1 (2-(4-chlorophenoxy)-2-methylpropionyl chloride). Solvent: N1=CC=CC=C1 (pyridine). Run at temperature 50 celsius, time 8 hour. Yields the product ClC1=CC=C(OC(C(=O)O)(C)C)C=C1 (2-(4-chlorophenoxy)-2-methylpropionic acid), 8-[2[tetrahydro-4-[ [(1,1-dimethylethyl)dimethylsilyl]oxy]6-oxo-2H-pyran-2-yl]ethyl]-1,2,3,7,8,8a-hexahydro-3,7-dimethyl-1-naphthalenyl ester. RXN SMILES: CC([Si](C)(C)[O:6]C1CC(CCC2C3C(=CC(C)CC3O)C=CC2C)OC(=O)C1)(C)C.[Cl:31][C:32]1[CH:44]=[CH:43][C:35]([O:36][C:37]([CH3:42])([CH3:41])[C:38](Cl)=[O:39])=[CH:34][CH:33]=1>N1C=CC=CC=1>[Cl:31][C:32]1[CH:44]=[CH:43][C:35]([O:36][C:37]([CH3:42])([CH3:41])[C:38]([OH:6])=[O:39])=[CH:34][CH:33]=1. Procedure: A mixture of [1S-[1α(4R*,6R*),2α,6β,8β,8aα]]-4-[[(1,1-dimethylethyl)dimethylsilyl]oxy]-6-[2-(1,2,6,7,8,8a-hexahydro-8-hydroxy-2,6-dimethyl-1-naphthalenyl)ethyl]tetrahydro-2H-pyran-2-one in an amount of 1.00 g (2.29 mmol), 18.6 ml of dry pyridine, 1.40 g (1.15 mmol) 4-N,N-dimethylaminopyridine and 5.34 g (22.9 mmol) of 2-(4-chlorophenoxy)-2-methylpropionyl chloride was heated at 50° C. for 63/4hour, then stirred overnight at room temperature. Ice chips were then added, and after 30 min the mixtur... Starting materials: C(C)(C)(C)OC(NCC1=NN(C(C2=CC=CC=C12)=O)N)=O (tert-butyl(3-amino-4-oxo-3,4-dihydrophthalazin-1-yl)methylcarbamate), CC1([C@H]2CC[C@H]([C@@H]1C2)CC(=O)O)C (2-[(1S,2S,5S)-6,6-dimethylbicyclo[3.1.1]hept-2-yl]acetic acid). Yields the product C(C)(C)(C)OC(NCC1=NN(C(C2=CC=CC=C12)=O)NC(C[C@H]1[C@H]2C([C@@H](CC1)C2)(C)C)=O)=O (tert-butyl{[3-({[(1S,2S,5S)-6,6-dimethylbicyclo[3.1.1]hept-2-yl]acetyl}amino)-4-oxo-3,4-dihydrophthalazin-1-yl]methyl}carbamate). As a reaction SMILES: [C:1]([O:5][C:6](=[O:21])[NH:7][CH2:8][C:9]1[C:18]2[C:13](=[CH:14][CH:15]=[CH:16][CH:17]=2)[C:12](=[O:19])[N:11]([NH2:20])[N:10]=1)([CH3:4])([CH3:3])[CH3:2].[CH3:22][C:23]1([CH3:34])[C@H:28]2[CH2:29][C@@H:24]1[CH2:25][CH2:26][C@H:27]2[CH2:30][C:31](O)=[O:32]>>[C:1]([O:5][C:6](=[O:21])[NH:7][CH2:8][C:9]1[C:18]2[C:13](=[CH:14][CH:15]=[CH:16][CH:17]=2)[C:12](=[O:19])[N:11]([NH:20][C:31](=[O:32])[CH2:30][C@@H:27]2[CH2:26][CH2:25][C@H:24]3[CH2:29][C@@H:28]2[C:23]3([CH3:22])[CH3:34])[N:10]=1)([CH3:4])([CH3:2])[CH3:3]. Reported procedure: The product of Example 41B and 2-[(1S,2S,5S)-6,6-dimethylbicyclo[3.1.1]hept-2-yl]acetic acid (Eigenmann, G. W.; Arnold, R. T. JACS 1959, 81, 3440-2) were treated using a method similar to that described in Example 56 to give the title compound. 1H NMR (300 MHz, DMSO-d6) δ 11.24 (s, 1H), 8.36-8.28 (m, 1H), 8.10 (d, J=7.8, 1H), 7.98 (dd, J=11.1, 4.1, 1H), 7.90 (t, J=7.1, 1H), 7.40 (s, 1H), 4.45 (d, J=5.7, 2H), 2.41-2.29 (m, 3H), 2.07-1.80 (m, 5H), 1.64-1.47 (m, 1H), 1.43-1.29 (m, 10H), 1.21 (s, 3H... Yields the product CC(C)(C)OC(=O)N1CCC(C)(C(=O)Nc2cccc(C(C)(C)C)c2)CC1. Starting materials: CC(C)(C)OC(=O)N1CCC(C)(C(=O)O)CC1, CC(C)(C)c1cccc(N)c1, O=C(Cl)C(=O)Cl, CC(Cl)Cl, ClCCl, CN(C)C=O, c1ccncc1. RXN SMILES: [C:1]([CH3:2])([CH3:3])([CH3:4])[O:5][C:6](=[O:7])[N:8]1[CH2:9][CH2:10][C:11]([C:14](=[O:15])[OH:16])([CH3:17])[CH2:12][CH2:13]1.[C:30]([CH3:31])([CH3:32])([CH3:33])[c:34]1[cH:35][c:36]([NH2:37])[cH:38][cH:39][cH:40]1.[Cl:24][C:25]([C:26]([Cl:27])=[O:28])=[O:29].[Cl:41][CH:42]([Cl:43])[CH3:44].[Cl:45][CH2:46][Cl:47].[O:48]=[CH:49][N:50]([CH3:51])[CH3:52].[cH:18]1[cH:19][cH:20][n:21][cH:22][cH:23]1>>[C:1]([CH3:2])([CH3:3])([CH3:4])[O:5][C:6](=[O:7])[N:8]1[CH2:9][CH2:10][C:11]([C:14](=[O:16])[NH:37][c:36]2[cH:35][c:34]([C:30]([CH3:31])([CH3:32])[CH3:33])[cH:40][cH:39][cH:38]2)([CH3:17])[CH2:12][CH2:13]1.